This data is from the Open Reaction Database (ORD), a public repository of structured organic reaction records. The task is: describe an organic reaction: reactants, conditions, products, and yield The reactants are BrC1=CC=C2C=CN=CC2=C1 (7-bromoisoquinoline), cuprous cyanide, CN1CCCC1=O (N-methyl pyrrolidinone). Yields the product C(#N)C1=CC=C2C=CN=CC2=C1 (7-cyano-isoquinoline). As a reaction SMILES: Br[C:2]1[CH:11]=[C:10]2[C:5]([CH:6]=[CH:7][N:8]=[CH:9]2)=[CH:4][CH:3]=1.[CH3:12][N:13]1C(=O)CCC1>>[C:12]([C:2]1[CH:11]=[C:10]2[C:5]([CH:6]=[CH:7][N:8]=[CH:9]2)=[CH:4][CH:3]=1)#[N:13]. Procedure details: A solution of 7-bromoisoquinoline (1.80 g, 8.65 mmol) and cuprous cyanide (1.16 g, 12.97 mmol) in N-methyl pyrrolidinone (17 mL) was heated to 200° C. for 2 h. The reaction mixture was cooled to room temperature and partitioned between ethyl acetate and water. The aqueous phase was back-extracted with additional ethyl acetate and the combined organic layers were washed with saturated sodium chloride, dried (sodium sulfate), filtered, and concentrated under reduced pressure to yield 7-cyano-isoqu... Starting materials: O1C(=CC=C1)C(C(=O)N[C@H]1[C@@H]2N(C(=C(CS2)COC(C)=O)C(=O)O)C1=O)=NOC ((6R,7R)-7-[2-(fur-2-yl)-2-methoxyiminoacetamido]-3-acetoxymethylceph-3-em-4-carboxylic acid), ( a ), [Cl-].[Na+] (sodium chloride), [OH-].[Na+] (sodium hydroxide), P(O)(O)(O)=O (orthophosphoric acid). Solvent: O (water). Conditions: time 20 hour. Yields the product O1C(=CC=C1)C(C(=O)N[C@H]1[C@@H]2N(C(=C(CS2)CO)C(=O)O)C1=O)=NOC ((6R,7R)-7-[2-(fur-2-yl)-2-methoxyiminoacetamido]-3-hydroxymethylceph-3-em-4-carboxylic acid). Isolated yield 69.5%. Reaction SMILES: [O:1]1[CH:5]=[CH:4][CH:3]=[C:2]1[C:6](=[N:27][O:28][CH3:29])[C:7]([NH:9][C@@H:10]1[C:25](=[O:26])[N:12]2[C:13]([C:22]([OH:24])=[O:23])=[C:14]([CH2:17][O:18]C(=O)C)[CH2:15][S:16][C@H:11]12)=[O:8].[OH-].[Na+].P(=O)(O)(O)O.[Cl-].[Na+]>O>[O:1]1[CH:5]=[CH:4][CH:3]=[C:2]1[C:6](=[N:27][O:28][CH3:29])[C:7]([NH:9][C@@H:10]1[C:25](=[O:26])[N:12]2[C:13]([C:22]([OH:24])=[O:23])=[C:14]([CH2:17][OH:18])[CH2:15][S:16][C@H:11]12)=[O:8] |f:1.2,4.5|. Procedure: A reaction mixture consisting of (6R,7R)-7-[2-(fur-2-yl)-2-methoxyiminoacetamido]-3-acetoxymethylceph-3-em-4-carboxylic acid (syn isomer) (8.0 g), sodium hydroxide (2.6 g), demineralised water (120 ml), orthophosphoric acid (2.2 ml) and a slurry (18 ml) of Rhodosporidium toruloides CBS14 prepared as in (a) above was incubated at 25°C on an orbital shaker. After 20 hr. it was shown by t.l.c. (silica gel plates with 0.5M sodium chloride as solvent) that the reaction was complete. The reaction mixt... Reactants: C1(=CC=CC=C1)OC(=O)C1=C(C(=CC(=C1)NCCCCCCCC)C(=O)OC1=CC=CC=C1)C(=O)OC1=CC=CC=C1 (5-octylamino-1,2,3-benzenetricarboxylic acid triphenyl ester), C1(=CC=CC=C1)OC(=O)C1=C(C(=CC(=C1)NCCCCCCCCCCCCCC(C)C)C(=O)OC1=CC=CC=C1)C(=O)OC1=CC=CC=C1 (5-(14-methylpentadecyl)amino-1,2,3-benzenetricarboxylic acid triphenyl ester), C1(=CC=CC=C1)OC(=O)C1=C(C(=CC(=C1)NCCCCCCCCCCC)C(=O)OC1=CC=CC=C1)C(=O)OC1=CC=CC=C1 (5-undecylamino-1,2,3-benzenetricarboxylic acid triphenyl ester), C1(=CC=CC=C1)OC(=O)C1=C(C(=CC(=C1)NCCCCCCCCCCCCCCCCCC)C(=O)OC1=CC=CC=C1)C(=O)OC1=CC=CC=C1 (5-octadecylamino-1,2,3-benzenetricarboxylic acid triphenyl ester), C1(=CC=CC=C1)OC(=O)C1=C(C(=CC(=C1)NC(CCCCCCCCCC)C)C(=O)OC1=CC=CC=C1)C(=O)OC1=CC=CC=C1 (5-(1-methylundecyl)amino-1,2,3-benzenetricarboxylic acid triphenyl ester), C1(=CC=CC=C1)OC(=O)C1=C(C(=CC(=C1)NCCCCCCCCCCCCCCCCCCC)C(=O)OC1=CC=CC=C1)C(=O)OC1=CC=CC=C1 (5-nonadecylamino-1,2,3-benzenetricarboxylic acid triphenyl ester), C1(=CC=CC=C1)OC(=O)C1=C(C(=CC(=C1)NCCCCCCCCCCCCCC)C(=O)OC1=CC=CC=C1)C(=O)OC1=CC=CC=C1 (5-tetradecylamino-1,2,3-benzenetricarboxylic acid triphenyl ester), C1(=CC=CC=C1)OC(=O)C1=C(C(=CC(=C1)NCCCCCCCCCCCCCCCCC)C(=O)OC1=CC=CC=C1)C(=O)OC1=CC=CC=C1 (5-heptadecylamino-1,2,3-benzenetricarboxylic acid triphenyl ester), C1(=CC=CC=C1)OC(=O)C1=C(C(=CC(=C1)NCCCCCCCCCCCCCCC)C(=O)OC1=CC=CC=C1)C(=O)OC1=CC=CC=C1 (5-pentadecylamino-1,2,3-benzenetricarboxylic acid triphenyl ester), C1(=CC=CC=C1)OC(=O)C1=C(C(=CC(=C1)NCCCCCCCCCCCCC)C(=O)OC1=CC=CC=C1)C(=O)OC1=CC=CC=C1 (5-tridecylamino-1,2,3-benzenetricarboxylic acid triphenyl ester), C1(=CC=CC=C1)OC(=O)C1=C(C(=CC(=C1)NCCCCCCCCC)C(=O)OC1=CC=CC=C1)C(=O)OC1=CC=CC=C1 (5-nonylamino-1,2,3-benzenetricarboxylic acid triphenyl ester), C1(=CC=CC=C1)OC(=O)C1=C(C(=CC(=C1)NCCCCCCCCCC)C(=O)OC1=CC=CC=C1)C(=O)OC1=CC=CC=C1 (5-decylamino-1,2,3-benzenetricarboxylic acid triphenyl ester), 5-dodecyclamino-1,2,3-benzenetricarboxylic acid triphenyl ester. The product is C1(=CC=CC=C1)OC(=O)C1=C(C(=CC(=C1)NCCCCCCCCCCCCCCCC)C(=O)OC1=CC=CC=C1)C(=O)OC1=CC=CC=C1 (5-Hexadecylamino-1,2,3-benzenetricarboxylic acid Triphenyl Ester). As a reaction SMILES: [C:1]1([O:7][C:8]([C:10]2[CH:15]=[C:14]([NH:16][CH2:17][CH2:18][CH2:19][CH2:20][CH2:21][CH2:22][CH2:23][CH3:24])[CH:13]=[C:12]([C:25]([O:27][C:28]3[CH:33]=[CH:32][CH:31]=[CH:30][CH:29]=3)=[O:26])[C:11]=2[C:34]([O:36][C:37]2[CH:42]=[CH:41][CH:40]=[CH:39][CH:38]=2)=[O:35])=[O:9])[CH:6]=[CH:5][CH:4]=[CH:3][CH:2]=1.C1(OC([C:52]2[CH:57]=[C:56](NCCCCCCCCC)[CH:55]=[C:54]([C:68](OC3C=CC=CC=3)=O)[C:53]=2[C:77](OC2C=CC=CC=2)=O)=O)C=CC=CC=1.C1(OC(C2C=C(NCCCCCCCCCC)C=C(C(OC3C=CC=CC=3)=O)C=2C(OC2C=CC=CC=2)=O)=O)C=CC=CC=1.C1(OC(C2C=C(NCCCCCCCCCCC)C=C(C(OC3C=CC=CC=3)=O)C=2C(OC2C=CC=CC=2)=O)=O)C=CC=CC=1.C1(OC(C2C=C(NC(C)CCCCCCCCCC)C=C(C(OC3C=CC=CC=3)=O)C=2C(OC2C=CC=CC=2)=O)=O)C=CC=CC=1.C1(OC(C2C=C(NCCCCCCCCCCCCC)C=C(C(OC3C=CC=CC=3)=O)C=2C(OC2C=CC=CC=2)=O)=O)C=CC=CC=1.C1(OC(C2C=C(NCCCCCCCCCCCCCC)C=C(C(OC3C=CC=CC=3)=O)C=2C(OC2C=CC=CC=2)=O)=O)C=CC=CC=1.C1(OC(C2C=C(NCCCCCCCCCCCCCCC)C=C(C(OC3C=CC=CC=3)=O)C=2C(OC2C=CC=CC=2)=O)=O)C=CC=CC=1.C1(OC(C2C=C(NCCCCCCCCCCCCCC(C)C)C=C(C(OC3C=CC=CC=3)=O)C=2C(OC2C=CC=CC=2)=O)=O)C=CC=CC=1.C1(OC(C2C=C(NCCCCCCCCCCCCCCCCC)C=C(C(OC3C=CC=CC=3)=O)C=2C(OC2C=CC=CC=2)=O)=O)C=CC=CC=1.C1(OC(C2C=C(NCCCCCCCCCCCCCCCCCC)C=C(C(OC3C=CC=CC=3)=O)C=2C(OC2C=CC=CC=2)=O)=O)C=CC=CC=1.C1(OC(C2C=C(NCCCCCCCCCCCCCCCCCCC)C=C(C(OC3C=CC=CC=3)=O)C=2C(OC2C=CC=CC=2)=O)=O)C=CC=CC=1>>[C:1]1([O:7][C:8]([C:10]2[CH:15]=[C:14]([NH:16][CH2:17][CH2:18][CH2:19][CH2:20][CH2:21][CH2:22][CH2:23][CH2:24][CH2:77][CH2:53][CH2:52][CH2:57][CH2:56][CH2:55][CH2:54][CH3:68])[CH:13]=[C:12]([C:25]([O:27][C:28]3[CH:33]=[CH:32][CH:31]=[CH:30][CH:29]=3)=[O:26])[C:11]=2[C:34]([O:36][C:37]2[CH:38]=[CH:39][CH:40]=[CH:41][CH:42]=2)=[O:35])=[O:9])[CH:6]=[CH:5][CH:4]=[CH:3][CH:2]=1. Procedure: Similarly, 1-bromooctane, 1-bromononane, 1-bromodecane, 1-bromoundecane, 2-bromododecane, 1-bromododecane, 1-bromotridecane, 1-bromotetradecane, 1-bromopentadecane, 1-bromo-14-methylpentadecane, 1-bromoheptadecane, 1-bromooctadecane, and 1-bromononadecane, give respectively, 5-octylamino-1,2,3-benzenetricarboxylic acid triphenyl ester, 5-nonylamino-1,2,3-benzenetricarboxylic acid triphenyl ester, 5-decylamino-1,2,3-benzenetricarboxylic acid triphenyl ester, 5-undecylamino-1,2,3-benzenetricarboxy... Starting materials: OC(C(=O)OC)(C)C (methyl 2-hydroxy-2-methylpropionate), [H-].[Na+] (sodium hydride), [Cl-].[NH4+] (ammonium chloride), ClC1=CC=C(C=C1)C=1OC=C(N1)CCl (2-(4-chlorophenyl)-4-chloromethyl-oxazole), [OH-].[Na+] (sodium hydroxide). Solvent: CN(C=O)C (dimethylformamide), CN(C=O)C (dimethylformamide), CN(C=O)C (dimethylformamide), C(C)O (ethanol), O (water). Run at time 1 hour. The product is ClC1=CC=C(C=C1)C=1OC=C(N1)COC(C(=O)O)(C)C (2-[[2-(4-chlorophenyl)-4-oxazolyl]methoxy]-2-methylpropionic acid). The yield is 57.6%. Reaction SMILES: [OH:1][C:2]([CH3:8])([CH3:7])[C:3]([O:5]C)=[O:4].[H-].[Na+].[Cl:11][C:12]1[CH:17]=[CH:16][C:15]([C:18]2[O:19][CH:20]=[C:21]([CH2:23]Cl)[N:22]=2)=[CH:14][CH:13]=1.[Cl-].[NH4+].[OH-].[Na+]>CN(C)C=O.C(O)C.O>[Cl:11][C:12]1[CH:13]=[CH:14][C:15]([C:18]2[O:19][CH:20]=[C:21]([CH2:23][O:1][C:2]([CH3:8])([CH3:7])[C:3]([OH:5])=[O:4])[N:22]=2)=[CH:16][CH:17]=1 |f:1.2,4.5,6.7|. Procedure details: A solution of 1.55 g (13.2 mmol) of methyl 2-hydroxy-2-methylpropionate in 4 ml of dimethylformamide was added during 1 hour to a stirred suspension of 0.53 g (13.2 mmol) of a 60% sodium hydride dispersion in mineral oil in 8 ml of dry dimethylformamide. The solution was stirred at room temperature for 1 hour and was then added slowly to a solution of 2 g (9.4 mmol) of 2-(4-chlorophenyl)-4-chloromethyl-oxazole in 4 ml of dry dimethylformamide at 0° C. under an argon atmosphere. The mixture was s... Starting materials: C(CC)NCC1=CC(=CC=C1)O (N-propyl-3-hydroxybenzylamine), ClC=CCCl (1,3-dichloropropene), C([O-])([O-])=O.[K+].[K+] (potassium carbonate), C(C)(=O)OCC (ethyl acetate). Solvent: CS(=O)C (dimethyl sulfoxide). Reaction conditions: temperature 50 celsius, time 3 hour. The product is Cl/C=C/CN(CCC)CC1=CC(=CC=C1)O ((E)-N-(3-Chloro-2-propenyl)-N-propyl-3-hydroxybenzylamine). Isolated yield 48.0%. RXN SMILES: [CH2:1]([NH:4][CH2:5][C:6]1[CH:11]=[CH:10][CH:9]=[C:8]([OH:12])[CH:7]=1)[CH2:2][CH3:3].[Cl:13][CH:14]=[CH:15][CH2:16]Cl.C(=O)([O-])[O-].[K+].[K+].C(OCC)(=O)C>CS(C)=O>[Cl:13]/[CH:14]=[CH:15]/[CH2:16][N:4]([CH2:5][C:6]1[CH:11]=[CH:10][CH:9]=[C:8]([OH:12])[CH:7]=1)[CH2:1][CH2:2][CH3:3] |f:2.3.4|. Procedure details: To a solution of 3.30 g (20 mmol) of N-propyl-3-hydroxybenzylamine in 20 ml of dimethyl sulfoxide were added 1.82 g (20 mmol) of 1,3-dichloropropene (E/Z=2/1) and 1.38 g (10 mmol) of ground potassium carbonate under ice cooling. The mixture was stirred for 1.5 hours at room temperature and for 3 hours at 50° C., poured into 70 ml of ethyl acetate, washed with 50 ml×2 of water and 50 ml of saturated sodium chloride aqueous solution, dried over anhydrous magnesium sulfate and then concentrated und... Reactants: N1=CC(=CC=C1)CN1C(C(C(CC1)=O)C(=O)OC)=O (methyl 1-(3-pyridylmethyl)-2,4-dioxopiperidine-3-carboxylate), C(C)#N (acetonitrile). Solvent: O (water). Product: N1=CC(=CC=C1)CN1C(CC(CC1)=O)=O (1-(3-pyridylmethyl)-2,4-dioxopiperidine). Isolated yield 100.6%. RXN SMILES: [N:1]1[CH:6]=[CH:5][CH:4]=[C:3]([CH2:7][N:8]2[CH2:13][CH2:12][C:11](=[O:14])[CH:10](C(OC)=O)[C:9]2=[O:19])[CH:2]=1.C(#N)C>O>[N:1]1[CH:6]=[CH:5][CH:4]=[C:3]([CH2:7][N:8]2[CH2:13][CH2:12][C:11](=[O:14])[CH2:10][C:9]2=[O:19])[CH:2]=1. Reported procedure: A mixture of methyl 1-(3-pyridylmethyl)-2,4-dioxopiperidine-3-carboxylate (8.50 g), acetonitrile (100 ml) and water (1.4 ml) is refluxed for one hour. The mixture is distilled to remove the solvent to give 1-(3-pyridylmethyl)-2,4-dioxopiperidine (6.66 g, quantitative) as crystals, m.p. 55°-60° C. Reactants: CC(C)(C#N)c1cc(NC(=O)Oc2ccccc2)n(-c2ccccc2)n1, C1CCOC1, COc1cc2ncnc(Sc3cccc(N)c3)c2cc1OC, CN(C)c1ccncc1. Product: COc1cc2ncnc(Sc3cccc(NC(=O)Nc4cc(C(C)(C)C#N)nn4-c4ccccc4)c3)c2cc1OC. As a reaction SMILES: [C:23](#[N:24])[C:25]([CH3:26])([CH3:27])[c:28]1[n:29][n:30](-[c:43]2[cH:44][cH:45][cH:46][cH:47][cH:48]2)[c:31]([NH:33][C:34]([O:35][c:37]2[cH:38][cH:39][cH:40][cH:41][cH:42]2)=[O:36])[cH:32]1.[CH2:49]1[O:50][CH2:51][CH2:52][CH2:53]1.[CH3:1][O:2][c:3]1[cH:4][c:5]2[c:6]([S:15][c:16]3[cH:17][c:18]([NH2:19])[cH:20][cH:21][cH:22]3)[n:7][cH:8][n:9][c:10]2[cH:11][c:12]1[O:13][CH3:14].[CH3:54][N:55]([c:56]1[cH:57][cH:58][n:59][cH:60][cH:61]1)[CH3:62]>>[CH3:1][O:2][c:3]1[cH:4][c:5]2[c:6]([S:15][c:16]3[cH:17][c:18]([NH:19][C:34]([NH:33][c:31]4[n:30](-[c:43]5[cH:44][cH:45][cH:46][cH:47][cH:48]5)[n:29][c:28]([C:25]([C:23]#[N:24])([CH3:26])[CH3:27])[cH:32]4)=[O:35])[cH:20][cH:21][cH:22]3)[n:7][cH:8][n:9][c:10]2[cH:11][c:12]1[O:13][CH3:14]. The product is NC1CCC2(CC1)OC(C1=C2C=CC=C1)=O (4′-amino-3H-spiro[2-benzofuran-1,1′-cyclohexan]-3-one). Yield: 112.5%. Run at time 1 hour. Solvent: CO (methanol). Reported procedure: A mixture of 4′-azido-3H-spiro[2-benzofuran-1,1′-cyclohexan]-3-one (90 mg, 0.36 mmol) in methanol (5 mL) with 10% palladium on charcoal (30 mg) was stirred under hydrogen atmosphere (balloon) for 1 hour. After filtration, the solution was concentrated to yield 88 mg of 4′-amino-3H-spiro[2-benzofuran-1,1′-cyclohexan]-3-one (yield: 90%). Starting materials: N(=[N+]=[N-])C1CCC2(CC1)OC(C1=C2C=CC=C1)=O (4′-azido-3H-spiro[2-benzofuran-1,1′-cyclohexan]-3-one). As a reaction SMILES: [N:1]([CH:4]1[CH2:9][CH2:8][C:7]2([C:13]3[CH:14]=[CH:15][CH:16]=[CH:17][C:12]=3[C:11](=[O:18])[O:10]2)[CH2:6][CH2:5]1)=[N+]=[N-]>CO.[Pd]>[NH2:1][CH:4]1[CH2:5][CH2:6][C:7]2([C:13]3[CH:14]=[CH:15][CH:16]=[CH:17][C:12]=3[C:11](=[O:18])[O:10]2)[CH2:8][CH2:9]1. Reagents/catalysts: [Pd] (palladium on charcoal). Reactants: C1CCNCC1, CCO, Cc1[nH]c(C=O)c(C)c1C(=O)O, O=C1Cc2cc(F)ccc2N1. The product is Cc1[nH]c(C=C2C(=O)Nc3ccc(F)cc32)c(C)c1C(=O)O. Reaction SMILES: [CH2:24]1[CH2:25][CH2:26][NH:27][CH2:28][CH2:29]1.[CH3:30][CH2:31][OH:32].[CH:12](=[O:13])[c:14]1[c:15]([CH3:23])[c:16]([C:20](=[O:21])[OH:22])[c:17]([CH3:19])[nH:18]1.[F:1][c:2]1[cH:3][c:4]2[c:8]([cH:9][cH:10]1)[NH:7][C:6](=[O:11])[CH2:5]2>>[F:1][c:2]1[cH:3][c:4]2[c:8]([cH:9][cH:10]1)[NH:7][C:6](=[O:11])[C:5]2=[CH:12][c:14]1[c:15]([CH3:23])[c:16]([C:20](=[O:21])[OH:22])[c:17]([CH3:19])[nH:18]1. The reactants are ClC1=NC=C(C(=O)O)C=C1 (6-Chloro nicotinic acid), CC1C(N(CCC1)C)(C)C (tetramethylpiperidine), CN(C=O)C (dimethyl formamide). Solvent: O1CCCC1 (tetrahydrofuran), O1CCCC1 (tetrahydrofuran), C(CCC)[Li] (n-butyl lithium). Conditions: temperature -50 celsius, time 30 minute. Yields the product ClC1=NC=C(C(=O)O)C(=C1)C=O (6-Chloro-4-formyl-nicotinic acid). Yield: 53.2%. Reaction SMILES: CC1CCCN(C)C1(C)C.[Cl:11][C:12]1[CH:20]=[CH:19][C:15]([C:16]([OH:18])=[O:17])=[CH:14][N:13]=1.CN(C)[CH:23]=[O:24]>O1CCCC1.C([Li])CCC>[Cl:11][C:12]1[CH:20]=[C:19]([CH:23]=[O:24])[C:15]([C:16]([OH:18])=[O:17])=[CH:14][N:13]=1. Reported procedure: To a stirred solution of tetramethylpiperidine (6.89 mL, 40.8 mM) in dry tetrahydrofuran (20 mL), n-butyl lithium (36.5 mL, 1.12 mL, 40.8 mM) was added drop wise at −78° C. for 15 min. The reaction mixture was stirred at −78° C. for 30 min and at −50° C. for 30 min. 6-Chloro nicotinic acid (1.6 g, 10.2 mM) dissolved in dry tetrahydrofuran (10 mL) was added dropwise to the above reaction mixture for 15 min at −78° C. The reaction mixture was stirred at −78° C. for 30 min and at −50° C. for 30 min...